This data is from the Open Reaction Database (ORD), a public repository of structured organic reaction records. The task is: describe an organic reaction: reactants, conditions, products, and yield The reactants are CC(C)(C)[Si](Cl)(c1ccccc1)c1ccccc1, COC(=O)C(N)CO, CN(C)C=O, Cl, c1c[nH]cn1. Yields the product COC(=O)C(N)CO[Si](c1ccccc1)(c1ccccc1)C(C)(C)C. As a reaction SMILES: [C:6]([CH3:7])([CH3:8])([CH3:9])[Si:10]([Cl:11])([c:12]1[cH:13][cH:14][cH:15][cH:16][cH:17]1)[c:18]1[cH:19][cH:20][cH:21][cH:22][cH:23]1.[CH3:25][O:26][C:27]([CH:28]([NH2:29])[CH2:30][OH:31])=[O:32].[CH3:33][N:34]([CH3:35])[CH:36]=[O:37].[ClH:24].[nH:1]1[cH:2][cH:3][n:4][cH:5]1>>[C:6]([CH3:7])([CH3:8])([CH3:9])[Si:10]([c:12]1[cH:13][cH:14][cH:15][cH:16][cH:17]1)([c:18]1[cH:19][cH:20][cH:21][cH:22][cH:23]1)[O:31][CH2:30][CH:28]([C:27]([O:26][CH3:25])=[O:32])[NH2:29]. The product is COc1ccc2c(c1)c(CC(=O)O)c(C)n2Cc1ccc(Br)cc1. RXN SMILES: [Br:1][c:2]1[cH:3][cH:4][c:5]([CH2:6][n:7]2[c:8]([CH3:23])[c:9]([CH2:18][C:19](=[O:20])[O:21][CH3:22])[c:10]3[cH:11][c:12]([O:16][CH3:17])[cH:13][cH:14][c:15]23)[cH:24][cH:25]1.[CH2:31]1[O:32][CH2:33][CH2:34][CH2:35]1.[CH3:28][OH:29].[ClH:30].[K+:27].[OH-:26].[OH2:36]>>[Br:1][c:2]1[cH:3][cH:4][c:5]([CH2:6][n:7]2[c:8]([CH3:23])[c:9]([CH2:18][C:19](=[O:20])[OH:21])[c:10]3[cH:11][c:12]([O:16][CH3:17])[cH:13][cH:14][c:15]23)[cH:24][cH:25]1. Starting materials: COC(=O)Cc1c(C)n(Cc2ccc(Br)cc2)c2ccc(OC)cc12, C1CCOC1, CO, Cl, [K+], [OH-], O. Reactants: CC=1C=NNC1 (4-Methyl-1H-pyrazole), C([O-])([O-])=O.[Cs+].[Cs+] (cesium carbonate), CN[C@H]1[C@@H](CCCC1)NC (trans-N,N′-dimethylcyclohexan-1,2-diamine), BrC=1C=C(C=NC1)N (5-bromopyridin-3-amine). Reagents/catalysts: [Cu](I)I (copper iodide). Run in CC(=O)N(C)C (DMAc), O (Water). Product: CC=1C=NN(C1)C=1C=C(C=NC1)N (5-(4-Methylpyrazol-1-yl)pyridin-3-amine). The yield is 86.1%. RXN SMILES: [CH3:1][C:2]1[CH:3]=[N:4][NH:5][CH:6]=1.C(=O)([O-])[O-].[Cs+].[Cs+].C[NH:14][C@@H:15]1[CH2:20][CH2:19]CC[C@H:16]1[NH:21][CH3:22].BrC1C=C(N)C=NC=1>[Cu](I)I.O.CC(N(C)C)=O>[CH3:1][C:2]1[CH:3]=[N:4][N:5]([C:19]2[CH:20]=[C:15]([NH2:14])[CH:16]=[N:21][CH:22]=2)[CH:6]=1 |f:1.2.3|. Procedure details: 4-Methyl-1H-pyrazole (114 mg), cesium carbonate (753 mg), trans-N,N′-dimethylcyclohexan-1,2-diamine (164 mg), and copper iodide (110 mg) were added to a DMAc (5 ml) solution containing 5-bromopyridin-3-amine (200 mg) in a nitrogen atmosphere, followed by microwave irradiation (Initiator™, 170° C., 0.5 hours, 2.45 GHz, 0-240 W). Water was added to the reaction solution and the reaction solution was filtered through Celite and the filtrate was extracted with ethyl acetate. The organic layers were ... Reactants: C1(=CC=CC=C1)S(=O)(=O)Cl (benzenesulfonyl chloride), O (water), C(C)(=O)OCC (ethyl acetate), ON1N=NC2=C1C=C(C=C2)[N+](=O)[O-] (1-hydroxy-6-nitro-1,2,3-benzotriazole). Run in [OH-].[Na+] (sodium hydroxide). Yields the product C1(=CC=CC=C1)S(=O)(=O)ON1N=NC2=C1C=C(C=C2)[N+](=O)[O-] (1-benzenesulfonyloxy-6-nitro-1,2,3-benzotriazole). Isolated yield 53.6%. RXN SMILES: [OH:1][N:2]1[C:6]2[CH:7]=[C:8]([N+:11]([O-:13])=[O:12])[CH:9]=[CH:10][C:5]=2[N:4]=[N:3]1.[C:14]1([S:20](Cl)(=[O:22])=[O:21])[CH:19]=[CH:18][CH:17]=[CH:16][CH:15]=1.O.C(OCC)(=O)C>[OH-].[Na+]>[C:14]1([S:20]([O:1][N:2]2[C:6]3[CH:7]=[C:8]([N+:11]([O-:13])=[O:12])[CH:9]=[CH:10][C:5]=3[N:4]=[N:3]2)(=[O:22])=[O:21])[CH:19]=[CH:18][CH:17]=[CH:16][CH:15]=1 |f:4.5|. Reported procedure: In 1 N aqueous sodium hydroxide (45 ml) is dissolved 1-hydroxy-6-nitro-1,2,3-benzotriazole (7.2 g). To the solution is added dropwise benzenesulfonyl chloride (7.0 g) with stirring at room temperature and further are added thereto water (50 ml) and ethyl acetate (100 ml) and the mixture is stirred for 1 hour. The ethyl acetate layer is separated, dried over magnesium sulfate-charcoal, filtered and concentrated until it becomes about 30 ml. n-Hexane (50 ml) is thereto added and the mixture is all... Reactants: CNC1CCC(c2ccc(Cl)c(Cl)c2)c2ccccc21, CNC1CCC(c2ccc(Cl)c(Cl)c2)c2ccccc21, Cl, C1CCOC1. Product: CNC1CCC(c2ccc(Cl)c(Cl)c2)c2ccccc21, Cl. RXN SMILES: [CH3:21][NH:22][CH:23]1[CH2:24][CH2:25][CH:26]([c:33]2[cH:34][c:35]([Cl:40])[c:36]([Cl:39])[cH:37][cH:38]2)[c:27]2[cH:28][cH:29][cH:30][cH:31][c:32]21.[CH:1]1([c:2]2[cH:3][c:4]([Cl:5])[c:6]([Cl:17])[cH:7][cH:8]2)[c:9]2[c:10]([cH:11][cH:12][cH:13][cH:14]2)[CH:15]([NH:16][CH3:18])[CH2:19][CH2:20]1.[ClH:41].[O:42]1[CH2:43][CH2:44][CH2:45][CH2:46]1>>[CH3:21][NH:22][CH:23]1[CH2:24][CH2:25][CH:26]([c:33]2[cH:34][c:35]([Cl:40])[c:36]([Cl:39])[cH:37][cH:38]2)[c:27]2[cH:28][cH:29][cH:30][cH:31][c:32]21.[ClH:17].